Dataset: the Open Reaction Database (ORD), a public repository of structured organic reaction records. Task: describe an organic reaction: reactants, conditions, products, and yield Reactants: OCC#CC(=O)C1=CC=CC=C1 (4-hydroxy-1-phenylbut-2-yn-1-one), Br (HBr), O (water). Run in C1(=CC=CC=C1)C (toluene). Conditions: temperature 50 celsius, time 40 minute. Product: BrC=1C=C(OC1)C1=CC=CC=C1 (4-bromo-2-phenylfuran). The yield is 50.0%. Reaction SMILES: O[CH2:2][C:3]#[C:4][C:5]([C:7]1[CH:12]=[CH:11][CH:10]=[CH:9][CH:8]=1)=[O:6].[BrH:13].O>C1(C)C=CC=CC=1>[Br:13][C:3]1[CH:4]=[C:5]([C:7]2[CH:12]=[CH:11][CH:10]=[CH:9][CH:8]=2)[O:6][CH:2]=1. Procedure: To a solution of 4-hydroxy-1-phenylbut-2-yn-1-one (3.2 g, crude) in toluene (60 mL) was added HBr (40%, 15 mL). The resulting solution was stirred for 40 min at 50° C. and then the reaction mixture was poured into water (300 mL), extracted with Et2O (4×100 mL), dried over anhydrous sodium sulfate and then concentrated in vacuo to give a residue, which was purified by silica gel column chromatography (petroleum ether) to afford 4-bromo-2-phenylfuran as a yellow solid (1.3 g, 50%).